From a dataset of the Open Reaction Database (ORD), a public repository of structured organic reaction records. describe an organic reaction: reactants, conditions, products, and yield The reactants are C(C)(C)(C)OC(=O)N1CCC(CC1)C1=CN(C2=CC=C(C=C12)C#N)C1=CC=C(C=C1)F (3-(1-t-Butyloxycarbonyl-4-piperidyl)-5-cyano-1-(4-fluorophenyl)-1H-indole), FC1=CC=C(C=C1)N1C=C(C2=CC(=CC=C12)C1=NN=NN1)C1CCN(CC1)C(=O)OC(C)(C)C (1-(4-fluorophenyl)-3-(1-t-butyloxycarbonyl-4-piperidinyl)-5-(5-tetra-zolyl)-1H-indole). Product: C(C)(C)(C)OC(=O)N1CCC(CC1)C1=CN(C2=CC=C(C=C12)C=1N=NN(N1)C)C1=CC=C(C=C1)F (3-(1-t-Butyloxycarbonyl-4-piperidinyl)-1-(4-fluorophenyl)-5-(2-methyltetrazol-5-yl)-1H-indole). As a reaction SMILES: [C:1]([O:5][C:6]([N:8]1[CH2:13][CH2:12][CH:11]([C:14]2[C:22]3[C:17](=[CH:18][CH:19]=[C:20]([C:23]#[N:24])[CH:21]=3)[N:16]([C:25]3[CH:30]=[CH:29][C:28]([F:31])=[CH:27][CH:26]=3)[CH:15]=2)[CH2:10][CH2:9]1)=[O:7])([CH3:4])([CH3:3])[CH3:2].FC1C=CC(N2C3C(=CC([C:48]4N[N:51]=[N:50][N:49]=4)=CC=3)C(C3CCN(C(OC(C)(C)C)=O)CC3)=C2)=CC=1>>[C:1]([O:5][C:6]([N:8]1[CH2:9][CH2:10][CH:11]([C:14]2[C:22]3[C:17](=[CH:18][CH:19]=[C:20]([C:23]4[N:51]=[N:50][N:49]([CH3:48])[N:24]=4)[CH:21]=3)[N:16]([C:25]3[CH:30]=[CH:29][C:28]([F:31])=[CH:27][CH:26]=3)[CH:15]=2)[CH2:12][CH2:13]1)=[O:7])([CH3:4])([CH3:2])[CH3:3]. Procedure details: Following the procedure in Example 8, the cyanoderivative 12a was converted to the corresponding 5-[1-(4-fluorophenyl)-3-(1-t-butyloxycarbonyl-4-piperidinyl)-5-(5-tetra-zolyl)-1H-indole which was methylated according to the procedure in Example 9 to give the title compound 13a. The reactants are FC(C(N)=N)F (2,2-Difluoroethanimidamide), Cl (HCl), Cl (HCl), FC(C(=O)OC)C(=O)OC (dimethyl fluoropropanedioate). Run at temperature 80 celsius, time 3 hour. Product: FC(C=1NC(=C(C(N1)=O)F)O)F (2-(difluoromethyl)-5-fluoro-6-hydroxy-4(1H)-pyrimidinone). Yield: 61.0%. RXN SMILES: [F:1][CH:2]([F:6])[C:3](=[NH:5])[NH2:4].Cl.[F:8][CH:9]([C:14](OC)=[O:15])[C:10](OC)=[O:11]>>[F:1][CH:2]([F:6])[C:3]1[NH:4][C:14]([OH:15])=[C:9]([F:8])[C:10](=[O:11])[N:5]=1. Reported procedure: Sodium metal (0.91 g, 40 mmol) was dissolved in MeOH (100 mL) to form sodium methoxide. 2,2-Difluoroethanimidamide.HCl (1.73 g, 13 mmol) was added followed by dimethyl fluoropropanedioate (2.0 g, 13 mmol). The resulting solution was stirred at 80° C. for 3 hours, then cooled to room temperature. Aqueous HCl (6 mL, 6M, 36 mmol) was added and the resulting mixture was concentrated in vacuo. The remaining solid was washed with cold water and filtered yielding 2-(difluoromethyl)-5-fluoro-6-hydroxy-4... Reactants: C(=C)[Mg]Br (vinyl magnesium bromide), C1CCC(CC1)C=O (cyclohexylcarboxaldehyde). The solvent is O1CCCC1 (tetrahydrofuran), O1CCCC1 (tetrahydrofuran). Conditions: temperature 0 celsius, time 5 minute. The product is C1(CCCCC1)C(C=C)O (1-cyclohexyl-prop-2-enol). Yield: 99.1%. RXN SMILES: [CH:1]([Mg]Br)=[CH2:2].[CH2:5]1[CH2:10][CH2:9][CH:8]([CH:11]=[O:12])[CH2:7][CH2:6]1>O1CCCC1>[CH:8]1([CH:11]([OH:12])[CH:1]=[CH2:2])[CH2:9][CH2:10][CH2:5][CH2:6][CH2:7]1. Procedure: To 140 ml of dry tetrahydrofuran, degassed and flushed with nitrogen (3×) and cooled to 0° C. under nitrogen, was added 1.3M vinyl magnesium bromide (195 ml, 253.5 mmol) in tetrahydrofuran rapidly and dropwise over 5 minutes. The resulting solution was stirred for 5 minutes at 0° C. under nitrogen after which a solution of 24.0 g (223 mmol) of cyclohexylcarboxaldehyde in 40 ml of dry tetrahydrofuran was added via syringe at 0° C. The resulting mixture was stirred for 3.75 hours at 0° to 5° C. un... The reactants are NC1=NC=CC=C1 (2-aminopyridine), C(C)(=O)C1=CC=C(C=C1)S(=O)(=O)Cl (4-acetylbenzenesulfonyl chloride). Run in N1=CC=CC=C1 (pyridine). The product is C(C)(=O)C1=CC=C(C=C1)S(=O)(=O)NC1=NC=CC=C1 (4-Acetyl-N-(2-pyridyl)benzenesulfonamide). RXN SMILES: [NH2:1][C:2]1[CH:7]=[CH:6][CH:5]=[CH:4][N:3]=1.[C:8]([C:11]1[CH:16]=[CH:15][C:14]([S:17](Cl)(=[O:19])=[O:18])=[CH:13][CH:12]=1)(=[O:10])[CH3:9]>N1C=CC=CC=1>[C:8]([C:11]1[CH:12]=[CH:13][C:14]([S:17]([NH:1][C:2]2[CH:7]=[CH:6][CH:5]=[CH:4][N:3]=2)(=[O:19])=[O:18])=[CH:15][CH:16]=1)(=[O:10])[CH3:9]. Procedure: A solution of 13.4 g. of 2-aminopyridine in 300 ml. of pyridine is treated with 31.0 g. of 4-acetylbenzenesulfonyl chloride and the solution is stirred at room temperature for 6 hours. The solution is poured into 1 l. of cold water and the resulting precipitate of 4-acetyl-N-(2-pyridyl)benzensulfonamide is collected by filtration, washed with water and dried; m.p. 201°-202° C. after crystallization from methanol. Starting materials: C(C1=CC=CC=C1)N1CC2C(CCC(C2C1)=O)(C1=C(C=CC=C1)F)C1=C(C=CC=C1)F ((3aRS,7aRS)-2-benzyl-7,7-bis(2-fluorophenyl)perhydro-4-isoindolone), Cl (hydrochloric acid), C (charcoal). The solvent is CO (methanol). Yields the product Cl.FC1=C(C=CC=C1)C1(CCC(C2CNCC12)=O)C1=C(C=CC=C1)F ((3aRS,7aRS)-7,7-bis(2-fluorophenyl)perhydro-4-isoindolone hydrochloride). RXN SMILES: C([N:8]1[CH2:16][CH:15]2[CH:10]([C:11]([C:25]3[CH:30]=[CH:29][CH:28]=[CH:27][C:26]=3[F:31])([C:18]3[CH:23]=[CH:22][CH:21]=[CH:20][C:19]=3[F:24])[CH2:12][CH2:13][C:14]2=[O:17])[CH2:9]1)C1C=CC=CC=1.[ClH:32].C>CO>[ClH:32].[F:24][C:19]1[CH:20]=[CH:21][CH:22]=[CH:23][C:18]=1[C:11]1([C:25]2[CH:30]=[CH:29][CH:28]=[CH:27][C:26]=2[F:31])[CH:10]2[CH:15]([CH2:16][NH:8][CH2:9]2)[C:14](=[O:17])[CH2:13][CH2:12]1 |f:4.5|. Procedure: A solution of (3aRS,7aRS)-2-benzyl-7,7-bis(2-fluorophenyl)perhydro-4-isoindolone (2.34 g) in methanol (100 cc), to which N hydrochloric acid (6.2 cc) is added, is hydrogenated at atmospheric pressure in the presence of palladinized charcoal (10% palladium) (0.4 g) for 5 hours at 25° C. The reaction medium is filtered and concentrated under reduced pressure (2.7 kPa) to give (3aRS,7aRS)-7,7-bis(2-fluorophenyl)perhydro-4-isoindolone hydrochloride (2 g) in the form of a white solid. Starting materials: CO, CCOC(C)=O, COc1ccccc1COCCCOc1ccc(C2CCN(C(=O)OC(C)(C)C)CC2OCCOc2ccccc2CCN=[N+]=[N-])cc1, N, C1CCOC1, O, c1ccc(P(c2ccccc2)c2ccccc2)cc1. Product: COc1ccccc1COCCCOc1ccc(C2CCN(C(=O)OC(C)(C)C)CC2OCCOc2ccccc2CCN)cc1. RXN SMILES: [CH3:75][OH:76].[CH3:77][CH2:78][O:79][C:80](=[O:81])[CH3:82].[N:1](=[N+:2]=[N-:3])[CH2:4][CH2:5][c:6]1[c:7]([O:8][CH2:9][CH2:10][O:11][CH:12]2[CH2:13][N:14]([C:38](=[O:39])[O:40][C:41]([CH3:42])([CH3:43])[CH3:44])[CH2:15][CH2:16][CH:17]2[c:18]2[cH:19][cH:20][c:21]([O:24][CH2:25][CH2:26][CH2:27][O:28][CH2:29][c:30]3[c:31]([O:36][CH3:37])[cH:32][cH:33][cH:34][cH:35]3)[cH:22][cH:23]2)[cH:45][cH:46][cH:47][cH:48]1.[NH3:49].[O:69]1[CH2:70][CH2:71][CH2:72][CH2:73]1.[OH2:74].[c:50]1([P:51]([c:52]2[cH:53][cH:54][cH:55][cH:56][cH:57]2)[c:58]2[cH:59][cH:60][cH:61][cH:62][cH:63]2)[cH:64][cH:65][cH:66][cH:67][cH:68]1>>[NH2:1][CH2:4][CH2:5][c:6]1[c:7]([O:8][CH2:9][CH2:10][O:11][CH:12]2[CH2:13][N:14]([C:38](=[O:39])[O:40][C:41]([CH3:42])([CH3:43])[CH3:44])[CH2:15][CH2:16][CH:17]2[c:18]2[cH:19][cH:20][c:21]([O:24][CH2:25][CH2:26][CH2:27][O:28][CH2:29][c:30]3[c:31]([O:36][CH3:37])[cH:32][cH:33][cH:34][cH:35]3)[cH:22][cH:23]2)[cH:45][cH:46][cH:47][cH:48]1. Reactants: COC1=CC=C(C=C1)C=1CCN(CC1)CCCCC1=CNC2=CC=C(C=C12)C(=O)O (3-[4-(4-p-methoxyphenyl-1,2,3,6-tetrahydropyridyl)-butyl]-indole-5-carboxylic acid), Cl.N1=CC=CC=C1 (pyridine hydrochloride). Run at time 3 hour. Product: OC1=CC=C(C=C1)C=1CCN(CC1)CCCCC1=CNC2=CC=C(C=C12)C(=O)O (3-[4-(4-p-hydroxyphenyl-1,2,3,6-tetrahydropyridyl)-butyl]-indole-5-carboxylic acid). RXN SMILES: C[O:2][C:3]1[CH:8]=[CH:7][C:6]([C:9]2[CH2:10][CH2:11][N:12]([CH2:15][CH2:16][CH2:17][CH2:18][C:19]3[C:27]4[C:22](=[CH:23][CH:24]=[C:25]([C:28]([OH:30])=[O:29])[CH:26]=4)[NH:21][CH:20]=3)[CH2:13][CH:14]=2)=[CH:5][CH:4]=1.Cl.N1C=CC=CC=1>>[OH:2][C:3]1[CH:8]=[CH:7][C:6]([C:9]2[CH2:14][CH2:13][N:12]([CH2:15][CH2:16][CH2:17][CH2:18][C:19]3[C:27]4[C:22](=[CH:23][CH:24]=[C:25]([C:28]([OH:30])=[O:29])[CH:26]=4)[NH:21][CH:20]=3)[CH2:11][CH:10]=2)=[CH:5][CH:4]=1 |f:1.2|. Reported procedure: A mixture of 4.04 g of 3-[4-(4-p-methoxyphenyl-1,2,3,6-tetrahydropyridyl)-butyl]-indole-5-carboxylic acid and 3.5 g of pyridine hydrochloride is stirred for 3 hours at 160°. Working up in the customary manner gives 3-[4-(4-p-hydroxyphenyl-1,2,3,6-tetrahydropyridyl)-butyl]-indole-5-carboxylic acid.